This data is from the Open Reaction Database (ORD), a public repository of structured organic reaction records. The task is: describe an organic reaction: reactants, conditions, products, and yield The reactants are CNC(=O)C1=CC=CC=C1N, C1=C(C(=CN=C1Cl)Cl)I. Reagents/catalysts: C(=O)([O-])[O-].[Cs+].[Cs+], CC1(C2=C(C(=CC=C2)P(C3=CC=CC=C3)C4=CC=CC=C4)OC5=C1C=CC=C5P(C6=CC=CC=C6)C7=CC=CC=C7)C, CC(=O)O.CC(=O)O.[Pd]. Solvent: C1COCCO1. Reaction conditions: temperature 100 celsius. Product: CNC(=O)C1=CC=CC=C1NC2=CC(=NC=C2Cl)Cl. Isolated yield 69.4%. Reported procedure: 2-amino-N-methylbenzamide (110 mg, 0.73 mmol), 2,5-dichloro-4-iodopyridine (200 mg, 0.73 mmol), diacetoxypalladium (8.20 mg, 0.04 mmol), (9,9-dimethyl-9H-xanthene-4,5-diyl)bis(diphenylphosphine) (42.3 mg, 0.07 mmol) and cesium carbonate (357 mg, 1.10 mmol) suspended in 1,4-dioxane (4 mL) was weighed out in a microwave vial and sealed. argon was let to bubble into the mixture for 5 minutes at rt then the resulting mixture was stirred at 100 °C for 1 hour. The reaction mixture was allowed to cool ... Starting materials: B, C1CCOC1, Cl, O=C(C1CCCN1)N1CCCC1. The product is C1CNC(CN2CCCC2)C1. RXN SMILES: [BH3:13].[CH2:15]1[O:16][CH2:17][CH2:18][CH2:19]1.[ClH:14].[N:1]1([C:6](=[O:7])[CH:8]2[NH:9][CH2:10][CH2:11][CH2:12]2)[CH2:2][CH2:3][CH2:4][CH2:5]1>>[N:1]1([CH2:6][CH:8]2[NH:9][CH2:10][CH2:11][CH2:12]2)[CH2:2][CH2:3][CH2:4][CH2:5]1. Reactants: C(C)(=O)OCC1=C(C=C(C=C1N1C(C=2N(C=3CCCCC3C2)CC1)=O)F)C1=NC(=C2N=CNC2=N1)NC1=CC=C(C=C1)N1CCN(CC1)C1COC1 (4-Fluoro-2-(6-(4-(4-(oxetan-3-yl)piperazin-1-yl)phenylamino)-9H-purin-2-yl)-6-(1-oxo-3,4,6,7,8,9-hexahydropyrazino[1,2-a]indol-2(1H)-yl)benzyl Acetate), [OH-].[Li+] (lithium hydroxide). The solvent is C(C)(C)O.C1CCOC1 (i-propanol THF), O (water). Conditions: temperature 30 celsius, time 1 hour. Product: FC=1C=C(C(=C(C1)N1C(C=2N(C=3CCCCC3C2)CC1)=O)CO)C1=NC(=C2N=CNC2=N1)NC1=CC=C(C=C1)N1CCN(CC1)C1COC1 (2-[5-fluoro-2-(hydroxymethyl)-3-[6-[4-[4-(oxetan-3-yl)piperazin-1-yl]anilino]-9H-purin-2-yl]phenyl]-3,4,6,7,8,9-hexahydropyrazino[1,2-a]indol-1-one). Yield: 64.0%. RXN SMILES: C([O:4][CH2:5][C:6]1[C:11]([N:12]2[CH2:24][CH2:23][N:15]3[C:16]4[CH2:17][CH2:18][CH2:19][CH2:20][C:21]=4[CH:22]=[C:14]3[C:13]2=[O:25])=[CH:10][C:9]([F:26])=[CH:8][C:7]=1[C:27]1[N:35]=[C:34]2[C:30]([N:31]=[CH:32][NH:33]2)=[C:29]([NH:36][C:37]2[CH:42]=[CH:41][C:40]([N:43]3[CH2:48][CH2:47][N:46]([CH:49]4[CH2:52][O:51][CH2:50]4)[CH2:45][CH2:44]3)=[CH:39][CH:38]=2)[N:28]=1)(=O)C.[OH-].[Li+]>C(O)(C)C.C1COCC1.O>[F:26][C:9]1[CH:8]=[C:7]([C:27]2[N:35]=[C:34]3[C:30]([N:31]=[CH:32][NH:33]3)=[C:29]([NH:36][C:37]3[CH:42]=[CH:41][C:40]([N:43]4[CH2:44][CH2:45][N:46]([CH:49]5[CH2:50][O:51][CH2:52]5)[CH2:47][CH2:48]4)=[CH:39][CH:38]=3)[N:28]=2)[C:6]([CH2:5][OH:4])=[C:11]([N:12]2[CH2:24][CH2:23][N:15]3[C:16]4[CH2:17][CH2:18][CH2:19][CH2:20][C:21]=4[CH:22]=[C:14]3[C:13]2=[O:25])[CH:10]=1 |f:1.2,3.4|. Procedure details: A mixture of 117h (140 mg, 0.20 mmol) and lithium hydroxide (48 mg, 2.0 mmol) in i-propanol/THF (1:1, 4 mL) and water (1 mL) was stirred at 30° C. for 1 h. The mixture was evaporated in vacuo and the residue was diluted with water (5 mL). It was then extracted with ethyl acetate (2×10 mL). The combined ethyl acetate extract was concentrated under reduced pressure and the residue was purified by reverse-phase prep-HPLC to afford 117 (85 mg, 64%) as a white solid. MS-ESI: [M+H]+ 664.4. 1H NMR (500... Product: O=C(c1ccccc1)n1c(=O)[nH]cc(I)c1=O. Starting materials: O=C(Cl)c1ccccc1, O=c1[nH]cc(I)c(=O)[nH]1, O, c1ccncc1. As a reaction SMILES: [C:10]([c:11]1[cH:12][cH:13][cH:14][cH:15][cH:16]1)(=[O:17])[Cl:18].[I:1][c:2]1[c:3](=[O:9])[nH:4][c:5](=[O:8])[nH:6][cH:7]1.[OH2:19].[cH:20]1[cH:21][cH:22][n:23][cH:24][cH:25]1>>[I:1][c:2]1[c:3](=[O:9])[n:4]([C:10]([c:11]2[cH:12][cH:13][cH:14][cH:15][cH:16]2)=[O:17])[c:5](=[O:8])[nH:6][cH:7]1. Run at temperature 80 celsius. Yield: 100.0%. Reactants: OC1=C(C=C(C=C1C12CC3CC(CC(C1)C3)C2)C)CO (2-hydroxy-3-(1-adamantyl)-5-methyl-benzenemethanol), Br (Hydrobromic acid), S(O)(O)(=O)=O (sulfuric acid). The product is BrCC1=C(C(=CC(=C1)C)C12CC3CC(CC(C1)C3)C2)O (2-(bromomethyl)-4-methyl-6-(1-adamantyl)-phenol). Reaction SMILES: [OH:1][C:2]1[C:7]([C:8]23[CH2:17][CH:12]4[CH2:13][CH:14]([CH2:16][CH:10]([CH2:11]4)[CH2:9]2)[CH2:15]3)=[CH:6][C:5]([CH3:18])=[CH:4][C:3]=1[CH2:19]O.[BrH:21].S(=O)(=O)(O)O>>[Br:21][CH2:19][C:3]1[CH:4]=[C:5]([CH3:18])[CH:6]=[C:7]([C:8]23[CH2:17][CH:12]4[CH2:13][CH:14]([CH2:16][CH:10]([CH2:11]4)[CH2:9]2)[CH2:15]3)[C:2]=1[OH:1]. Reported procedure: 4 (0.802 g, 2.94 mmol) was placed into a round bottom flask. Hydrobromic acid (18 mL of a 48 wt % aqueous solution) was added. Concentrated sulfuric acid (3 mL) was added dropwise to the stirring mixture. The reaction mixture was heated to 80° C. for 3 hours. The reaction mixture was allowed to cool and contents filtered. The resulting solids were dried for 30 minutes and the solid was slurried in diethyl ether. Most of the solids dissolved to give a yellow solution. The solution was dried over ... The reactants are C(C)OC(CC=1C=C(C(=CC1)OC)C1=C(C=C(C=C1)C(F)(F)F)CN(C(OC1=CC=CC=C1)=NC#N)CC)=O ([2′-(3-cyano-1-ethyl-2-phenyl-isoureidomethyl)-6-methoxy-4′-trifluoromethyl-biphenyl-3-yl]-acetic acid ethyl ester), C1(CCCCC1)CN (cyclohexanemethylamine). Yields the product C(C)OC(CC=1C=C(C(=CC1)OC)C1=C(C=C(C=C1)C(F)(F)F)CN(C(=NCC1CCCCC1)NC#N)CC)=O ([2′-(N″-Cyano-N′-cyclohexylmethyl-N-ethyl-guanidinomethyl)-6-methoxy-4′-trifluoromethyl-biphenyl-3-yl]-acetic acid ethyl ester). Reaction SMILES: [CH2:1]([O:3][C:4](=[O:39])[CH2:5][C:6]1[CH:7]=[C:8]([C:14]2[CH:19]=[CH:18][C:17]([C:20]([F:23])([F:22])[F:21])=[CH:16][C:15]=2[CH2:24][N:25]([CH2:37][CH3:38])[C:26](=[N:34][C:35]#[N:36])OC2C=CC=CC=2)[C:9]([O:12][CH3:13])=[CH:10][CH:11]=1)[CH3:2].[CH:40]1([CH2:46][NH2:47])[CH2:45][CH2:44][CH2:43][CH2:42][CH2:41]1>>[CH2:1]([O:3][C:4](=[O:39])[CH2:5][C:6]1[CH:7]=[C:8]([C:14]2[CH:19]=[CH:18][C:17]([C:20]([F:23])([F:22])[F:21])=[CH:16][C:15]=2[CH2:24][N:25]([CH2:37][CH3:38])[C:26]([NH:34][C:35]#[N:36])=[N:47][CH2:46][CH:40]2[CH2:45][CH2:44][CH2:43][CH2:42][CH2:41]2)[C:9]([O:12][CH3:13])=[CH:10][CH:11]=1)[CH3:2]. Procedure: Prepared according to the procedure described in Example 33, Step 6, using the following starting materials: [2′-(3-cyano-1-ethyl-2-phenyl-isoureidomethyl)-6-methoxy-4′-trifluoromethyl-biphenyl-3-yl]-acetic acid ethyl ester and cyclohexanemethylamine. Reactants: N#CCC1CCCN1c1ccc(Br)cc1, ClCCl, CS(=O)(=O)Cl, O. Product: CS(=O)(=O)CC1CCCN1c1ccc(Br)cc1. Reaction SMILES: [Br:1][c:2]1[cH:3][cH:4][c:5]([N:8]2[CH:9]([CH2:13][C:14]#[N:15])[CH2:10][CH2:11][CH2:12]2)[cH:6][cH:7]1.[CH2:21]([Cl:22])[Cl:23].[CH3:16][S:17]([Cl:18])(=[O:19])=[O:20].[OH2:24]>>[Br:1][c:2]1[cH:3][cH:4][c:5]([N:8]2[CH:9]([CH2:13][S:17]([CH3:16])(=[O:19])=[O:20])[CH2:10][CH2:11][CH2:12]2)[cH:6][cH:7]1. Reactants: ClC1=CC(=C(C=C1)N=NC1=C(C(=CC(=C1)C(C1=CC=CC=C1)(C)C)C(C1=CC=CC=C1)(C)C)O)[N+](=O)[O-] (4-chloro-2-nitro-2'-hydroxy-3',5'-di-(α,α-dimethylbenzyl)azobenzene), [N+](=O)([O-])C1=C(C=CC=C1)N=NC1=C(C(=CC(=C1)C(C1=CC=CC=C1)(C)C)C(C1=CC=CC=C1)(C)C)O (2-nitro-2'-hydroxy-3',5'-di-(α,α-dimethylbenzyl)azobenzene). Product: ClC1=CC=2C(=NN(N2)C2=CC(=CC(=C2)C(C2=C(C=CC=C2)O)(C)C)C(C2=CC=CC=C2)(C)C)C=C1 (5-Chloro-2-[-2'-hydroxy-3',5'-di(α,α-dimethylbenzyl)phenyl]-2H-benzotriazole). Isolated yield 70.0%. As a reaction SMILES: [Cl:1][C:2]1[CH:7]=[CH:6][C:5]([N:8]=[N:9][C:10]2[CH:15]=[C:14]([C:16]([CH3:24])([CH3:23])[C:17]3[CH:22]=[CH:21][CH:20]=[CH:19][CH:18]=3)[CH:13]=[C:12]([C:25]([CH3:33])([CH3:32])[C:26]3[CH:31]=[CH:30][CH:29]=[CH:28][CH:27]=3)[C:11]=2O)=[C:4]([N+:35]([O-])=O)[CH:3]=1.[N+](C1C=CC=CC=1N=NC1C=C(C(C)(C)C2C=CC=CC=2)C=C(C(C)(C)C2C=CC=CC=2)C=1O)([O-])=[O:39]>>[Cl:1][C:2]1[CH:7]=[CH:6][C:5]2=[N:8][N:9]([C:10]3[CH:11]=[C:12]([C:25]([CH3:33])([CH3:32])[C:26]4[CH:27]=[CH:28][CH:29]=[CH:30][C:31]=4[OH:39])[CH:13]=[C:14]([C:16]([CH3:23])([CH3:24])[C:17]4[CH:18]=[CH:19][CH:20]=[CH:21][CH:22]=4)[CH:15]=3)[N:35]=[C:4]2[CH:3]=1. Procedure details: When, using the general procedure of example 3, the amount of 4-chloro-2-nitro-2'-hydroxy-3',5'-di-(α,α-dimethylbenzyl)azobenzene was substituted for 2-nitro-2'-hydroxy-3',5'-di-(α,α-dimethylbenzyl)azobenzene, the above-named compound was prepared in a yield of 70.0% as light tan crystalls melting at 160°-161° C.